From a dataset of the Open Reaction Database (ORD), a public repository of structured organic reaction records. describe an organic reaction: reactants, conditions, products, and yield Conditions: time 16 hour. As a reaction SMILES: [CH:1]1[C:10]2[C:5](=[CH:6][CH:7]=[CH:8][CH:9]=2)[CH:4]=[CH:3][CH:2]=1.[Li:11]>>[Li:11].[CH:9]1[C:10]2[C:5](=[CH:4][CH:3]=[CH:2][CH:1]=2)[CH:6]=[CH:7][CH:8]=1 |f:2.3,^1:10,11|. Starting materials: C1=CC=CC2=CC=CC=C12 (naphthalene), [Li] (lithium). Yields the product [Li].C1=CC=CC2=CC=CC=C12 (Lithium Naphthalene). Reported procedure: To a 1-liter, one-neck flask were added naphthalene (45 grams) and lithium shot (5.1 grams) in mineral oil. The flask was equipped with a magnetic stir bar, and was then capped with a rubber septum. After an argon purge, freshly distilled tetrahydrofuran (300 milliliters) was then added by cannula under argon and the mixture was stirred for 16 hours. The molarity of this initiator solution was 2.38 molar as determined by an average of the GPC molecular weight results from six polymerization reac...